From a dataset of the Open Reaction Database (ORD), a public repository of structured organic reaction records. describe an organic reaction: reactants, conditions, products, and yield Starting materials: FC=1C=C(C=C(C1)F)C=1N=C(SC1)CC#N (2-(4-(3,5-difluorophenyl)thiazol-2-yl)acetonitrile), BrCCOCCBr (2-bromoethyl ether). Yields the product FC=1C=C(C=C(C1)F)C=1N=C(SC1)C1(CCOCC1)C#N (4-(4-(3,5-Difluorophenyl)thiazol-2-yl)tetrahydro-2H-pyran-4-carbonitrile). The yield is 59.0%. As a reaction SMILES: [F:1][C:2]1[CH:3]=[C:4]([C:9]2[N:10]=[C:11]([CH2:14][C:15]#[N:16])[S:12][CH:13]=2)[CH:5]=[C:6]([F:8])[CH:7]=1.Br[CH2:18][CH2:19][O:20][CH2:21][CH2:22]Br>>[F:8][C:6]1[CH:5]=[C:4]([C:9]2[N:10]=[C:11]([C:14]3([C:15]#[N:16])[CH2:22][CH2:21][O:20][CH2:19][CH2:18]3)[S:12][CH:13]=2)[CH:3]=[C:2]([F:1])[CH:7]=1. Procedure details: This compound was synthesized from 2-(4-(3,5-difluorophenyl)thiazol-2-yl)acetonitrile using 2-bromoethyl ether as described in example 1 step 2 (1.0 g, yield 59%). MS (ESI) m/z: Calculated for C15H12F2N2OS: 306.06. found: 307.1 (M+H)+. The reactants are C1CCOC1, COC(=O)C1CN(C(=O)COc2c(C)cc3cccnc3c2N2CCCN(Cc3ccn(-c4ccccc4)n3)CC2)C1, Cl, [Na+], [OH-]. Product: Cc1cc2cccnc2c(N2CCCN(Cc3ccn(-c4ccccc4)n3)CC2)c1OCC(=O)N1CC(C(=O)O)C1. Reaction SMILES: [CH2:46]1[O:47][CH2:48][CH2:49][CH2:50]1.[CH3:1][O:2][C:3](=[O:4])[CH:5]1[CH2:6][N:7]([C:9]([CH2:10][O:11][c:12]2[c:13]([CH3:41])[cH:14][c:15]3[cH:16][cH:17][cH:18][n:19][c:20]3[c:21]2[N:22]2[CH2:23][CH2:24][N:25]([CH2:29][c:30]3[n:31][n:32](-[c:35]4[cH:36][cH:37][cH:38][cH:39][cH:40]4)[cH:33][cH:34]3)[CH2:26][CH2:27][CH2:28]2)=[O:42])[CH2:8]1.[ClH:45].[Na+:44].[OH-:43]>>[O:2]=[C:3]([OH:4])[CH:5]1[CH2:6][N:7]([C:9]([CH2:10][O:11][c:12]2[c:13]([CH3:41])[cH:14][c:15]3[cH:16][cH:17][cH:18][n:19][c:20]3[c:21]2[N:22]2[CH2:23][CH2:24][N:25]([CH2:29][c:30]3[n:31][n:32](-[c:35]4[cH:36][cH:37][cH:38][cH:39][cH:40]4)[cH:33][cH:34]3)[CH2:26][CH2:27][CH2:28]2)=[O:42])[CH2:8]1. Starting materials: COC=1C=C2C=3CC(COC3C=NC2=CC1)[C@@H]1CC[C@H](CC1)NC(O)=O ([trans-4-(6-methoxy-3,4-dihydro-2H-1-oxa-9-aza-phenanthren-3-yl)-cyclohexyl]-carbamic acid), butyl ester, O=C1NC2=C(SC1)C=CC(=N2)C(=O)O (3-oxo-3,4-dihydro-2H-pyrido[3,2-b][1,4]thiazine-6-carboxylic acid). The product is COC=1C=C2C=3CC(COC3C=NC2=CC1)[C@@H]1CC[C@H](CC1)NC(=O)C=1C=CC=2SCC(NC2N1)=O (3-oxo-3,4-dihydro-2H-pyrido[3,2-b][1,4]thiazine-6-carboxylic acid [trans-4-(6-methoxy-3,4-dihydro-2H-1-oxa-9-aza-phenanthren-3-yl)-cyclohexyl]-amide). As a reaction SMILES: [CH3:1][O:2][C:3]1[CH:4]=[C:5]2[C:14](=[CH:15][CH:16]=1)[N:13]=[CH:12][C:11]1[O:10][CH2:9][CH:8]([C@H:17]3[CH2:22][CH2:21][C@H:20]([NH:23][C:24](=O)[OH:25])[CH2:19][CH2:18]3)[CH2:7][C:6]2=1.[O:27]=[C:28]1[CH2:33][S:32][C:31]2[CH:34]=[CH:35][C:36](C(O)=O)=[N:37][C:30]=2[NH:29]1>>[CH3:1][O:2][C:3]1[CH:4]=[C:5]2[C:14](=[CH:15][CH:16]=1)[N:13]=[CH:12][C:11]1[O:10][CH2:9][CH:8]([C@H:17]3[CH2:22][CH2:21][C@H:20]([NH:23][C:24]([C:36]4[CH:35]=[CH:34][C:31]5[S:32][CH2:33][C:28](=[O:27])[NH:29][C:30]=5[N:37]=4)=[O:25])[CH2:19][CH2:18]3)[CH2:7][C:6]2=1. Reported procedure: The titled compound is prepared as a white lyophilizated powder following Scheme 6 and in analogy to Example 1 using [trans-4-(6-methoxy-3,4-dihydro-2H-1-oxa-9-aza-phenanthren-3-yl)-cyclohexyl]-carbamic acid text-butyl ester and 3-oxo-3,4-dihydro-2H-pyrido[3,2-b][1,4]thiazine-6-carboxylic acid as starting materials. The yield is 18.3%. Starting materials: NC=1C=C(C=CC1)S(=O)(=O)NC=1C=C(C=CC1)NC(OC(C)(C)C)=O (tert-butyl (3-{[(3-aminophenyl)sulfonyl]amino}phenyl)carbamate), ClC1=NC=C(C(=N1)Cl)Cl (2,4,5-trichloropyrimidine), C([O-])([O-])=O.[K+].[K+] (potassium carbonate). Procedure: To a solution of tert-butyl (3-{[(3-aminophenyl)sulfonyl]amino}phenyl)carbamate (0.30 g, 0.82 mmol) and 2,4,5-trichloropyrimidine (0.14 g, 0.75 mmol) in DMF (2 mL) was added potassium carbonate (0.12 g, 0.90 mmol). The resulting mixture was stirred overnight at room temperature. The reaction was quenched with sat'd NH4Cl and water. EtOAc was added and the layers separated. The aqueous phase was extracted with EtOAc. The combined organics were washed with water and brine then dried (MgSO4), filte... Run in CN(C)C=O (DMF). As a reaction SMILES: [NH2:1][C:2]1[CH:3]=[C:4]([S:8]([NH:11][C:12]2[CH:13]=[C:14]([NH:18][C:19](=[O:25])[O:20][C:21]([CH3:24])([CH3:23])[CH3:22])[CH:15]=[CH:16][CH:17]=2)(=[O:10])=[O:9])[CH:5]=[CH:6][CH:7]=1.[Cl:26][C:27]1[N:32]=[C:31](Cl)[C:30]([Cl:34])=[CH:29][N:28]=1.C(=O)([O-])[O-].[K+].[K+]>CN(C=O)C>[Cl:26][C:27]1[N:32]=[C:31]([NH:1][C:2]2[CH:3]=[C:4]([S:8]([NH:11][C:12]3[CH:13]=[C:14]([NH:18][C:19](=[O:25])[O:20][C:21]([CH3:22])([CH3:24])[CH3:23])[CH:15]=[CH:16][CH:17]=3)(=[O:10])=[O:9])[CH:5]=[CH:6][CH:7]=2)[C:30]([Cl:34])=[CH:29][N:28]=1 |f:2.3.4|. Conditions: time 8 hour. Yields the product ClC1=NC=C(C(=N1)NC=1C=C(C=CC1)S(=O)(=O)NC=1C=C(C=CC1)NC(OC(C)(C)C)=O)Cl (tert-Butyl {3-[({3-[(2,5-dichloropyrimidin-4-yl)amino]phenyl}sulfonyl)amino]phenyl}carbamate). Starting materials: [BH4-], CCO, CC(C)CCC(=O)c1ccc(C(F)(F)F)cc1, [Na+]. Product: CC(C)CCC(O)c1ccc(C(F)(F)F)cc1. Reaction SMILES: [BH4-:1].[CH3:20][CH2:21][OH:22].[CH3:3][CH:4]([CH2:5][CH2:6][C:7](=[O:8])[c:9]1[cH:10][cH:11][c:12]([C:15]([F:16])([F:17])[F:18])[cH:13][cH:14]1)[CH3:19].[Na+:2]>>[CH3:3][CH:4]([CH2:5][CH2:6][CH:7]([OH:8])[c:9]1[cH:10][cH:11][c:12]([C:15]([F:16])([F:17])[F:18])[cH:13][cH:14]1)[CH3:19].